Dataset: the Open Reaction Database (ORD), a public repository of structured organic reaction records. Task: describe an organic reaction: reactants, conditions, products, and yield Reactants: CS(=O)(=O)OCC1=CC=C(C=C1)[N+](=O)[O-] (4-nitrobenzyl methanesulfonate), C1(C=2C(C(N1)=O)=CC=CC2)=O.[K] (potassium phthalimide). The solvent is CN(C=O)C (dimethylformamide). Conditions: time 8 hour. Product: [N+](=O)([O-])C1=CC=C(CN2C(C3=CC=CC=C3C2=O)=O)C=C1 (2-(4-nitrobenzyl)isoindoline-1,3-dione). Yield: 59.6%. Reaction SMILES: CS(O[CH2:6][C:7]1[CH:12]=[CH:11][C:10]([N+:13]([O-:15])=[O:14])=[CH:9][CH:8]=1)(=O)=O.[C:16]1(=[O:26])[NH:20][C:19](=[O:21])[C:18]2=[CH:22][CH:23]=[CH:24][CH:25]=[C:17]12.[K]>CN(C)C=O>[N+:13]([C:10]1[CH:11]=[CH:12][C:7]([CH2:6][N:20]2[C:16](=[O:26])[C:17]3[C:18](=[CH:22][CH:23]=[CH:24][CH:25]=3)[C:19]2=[O:21])=[CH:8][CH:9]=1)([O-:15])=[O:14] |f:1.2,^1:26|. Procedure: A solution of 4-nitrobenzyl methanesulfonate (2.2 g, 9.51 mmol) in dimethylformamide (10 mL) was added potassium phthalimide (1.9 g, 10.5 mmol) and stirred at room temperature for overnight. TLC showed complete consumption of starting material. The mixture was extracted with ethyl acetate and washed with water and brine. The extract was dried over magnesium sulfate and concentrated under reduced pressure. The crude was purified by crystallization to give 2-(4-nitrobenzyl)isoindoline-1,3-dione (1... Reactants: C(C1=CC=CC=C1)N(CC1=CC=CC=C1)C[C@H]1CN(C(O1)=O)C1=CC(=C(C=C1)N1CCOCC1)F ((S)-5-((dibenzylamino)methyl)-3-(3-fluoro-4-morpholinophenyl)oxazolidin-2-one), CCOCC (ether), C(=O)O (Formic acid), N#N (N2). The reagents and catalysts are [Pd] (Pd—C). The solvent is O (Water). Conditions: temperature 80 celsius, time 2 hour. The product is NC[C@H]1CN(C(O1)=O)C1=CC(=C(C=C1)N1CCOCC1)F ((S)-5-(aminomethyl)-3-(3-fluoro-4-morpholinophenyl) oxazolidin-2-one). The yield is 77.9%. RXN SMILES: C([N:8]([CH2:16][C@@H:17]1[O:21][C:20](=[O:22])[N:19]([C:23]2[CH:28]=[CH:27][C:26]([N:29]3[CH2:34][CH2:33][O:32][CH2:31][CH2:30]3)=[C:25]([F:35])[CH:24]=2)[CH2:18]1)CC1C=CC=CC=1)C1C=CC=CC=1.CCOCC.N#N.C(O)=O>[Pd].O>[NH2:8][CH2:16][C@@H:17]1[O:21][C:20](=[O:22])[N:19]([C:23]2[CH:28]=[CH:27][C:26]([N:29]3[CH2:30][CH2:31][O:32][CH2:33][CH2:34]3)=[C:25]([F:35])[CH:24]=2)[CH2:18]1. Reported procedure: Compound 4 (0.95 g, 2 mmol) and 10% Pd—C (0.02 mmol) were added to 20 mL of ether and the air was replaced with N2. Formic acid (94 mg, 2 mmol) was added and the mixture was stirred at 80° C. for 2 hours, Water was added and the mixture was extracted with ethyl acetate. The organic layer was washed with brine, dried over anhydrous magnesium sulfate, filtered, and the solvent was evaporated to provide 0.46 g of white solid in 78% yield. HPLC: 99.2%.